Task: describe an organic reaction: reactants, conditions, products, and yield. Dataset: the Open Reaction Database (ORD), a public repository of structured organic reaction records The reactants are NC1=C2C(NC=NC2=CC=C1[N+](=O)[O-])=O (5-amino-6-nitroquinazolin-4-one). The reagents and catalysts are [Pd] (Pd/C). Solvent: CO (MeOH). Product: NC1=C2C(NC=NC2=CC=C1N)=O (5,6-diaminoquinazolin-4-one). Yield: 98.5%. Reaction SMILES: [NH2:1][C:2]1[C:11]([N+:12]([O-])=O)=[CH:10][CH:9]=[C:8]2[C:3]=1[C:4](=[O:15])[NH:5][CH:6]=[N:7]2>CO.[Pd]>[NH2:1][C:2]1[C:11]([NH2:12])=[CH:10][CH:9]=[C:8]2[C:3]=1[C:4](=[O:15])[NH:5][CH:6]=[N:7]2. Procedure: A suspension of the above amine (250 mg, 1.21 mmol) in MeOH (50 mL) was hydrogenated over 10% Pd/C (50 mg) at 50 psi for 5 h. The catalyst was removed by filtration and the filtrate concentrated to yield 5,6-diaminoquinazolin-4-one (210 mg, 98% crude). Starting materials: C(=O)C1=C(C=C(C#N)C=C1)OC1=CC=CC=C1 (4-formyl-3-phenoxy-benzonitrile), C(C)(=O)[O-].[Na+] (sodium acetate), Cl.NO (hydroxylamine hydrochloride). Solvent: C(C)O (ethanol). Conditions: time 4.5 hour. Yields the product ON=CC1=C(C=C(C#N)C=C1)OC1=CC=CC=C1 (4-(hydroxyimino-methyl)-3-phenoxy-benzonitrile). The yield is 60.2%. Reaction SMILES: [CH:1]([C:3]1[CH:10]=[CH:9][C:6]([C:7]#[N:8])=[CH:5][C:4]=1[O:11][C:12]1[CH:17]=[CH:16][CH:15]=[CH:14][CH:13]=1)=O.C([O-])(=O)C.[Na+].Cl.[NH2:24][OH:25]>C(O)C>[OH:25][N:24]=[CH:1][C:3]1[CH:10]=[CH:9][C:6]([C:7]#[N:8])=[CH:5][C:4]=1[O:11][C:12]1[CH:17]=[CH:16][CH:15]=[CH:14][CH:13]=1 |f:1.2,3.4|. Procedure: To a solution of 4-formyl-3-phenoxy-benzonitrile (2.21 g) in dry ethanol (45 ml) was added sodium acetate (0.894 g) and hydroxylamine hydrochloride (0.757 g). The mixture was stirred at rt for 4.5 h. The solvent was evaporated and the product was purified by flash chromatography (cyclohexane/EtOAc 8:2=>3:7) to give 4-(hydroxyimino-methyl)-3-phenoxy-benzonitrile (1.42 g). Light yellow solid. MS 238.1 ([M]+) Starting materials: O=c1c(Cc2cccnc2)cn2c3cc(Br)ccc3sc3cc(O)cc1c32, CN1CCCC1CCCl, Cl. Yields the product CN1CCCC(Oc2cc3sc4ccc(Br)cc4n4cc(Cc5cccnc5)c(=O)c(c2)c34)CC1. As a reaction SMILES: [Br:1][c:2]1[cH:3][c:4]2[n:5]3[c:6]4[c:7]([cH:8][c:9]([OH:16])[cH:10][c:11]4[s:12][c:13]2[cH:14][cH:15]1)[c:17](=[O:27])[c:18]([CH2:20][c:21]1[cH:22][n:23][cH:24][cH:25][cH:26]1)[cH:19]3.[Cl:29][CH2:30][CH2:31][CH:32]1[N:33]([CH3:37])[CH2:34][CH2:35][CH2:36]1.[ClH:28]>>[Br:1][c:2]1[cH:3][c:4]2[n:5]3[c:6]4[c:7]([cH:8][c:9]([O:16][CH:36]5[CH2:30][CH2:31][CH2:32][N:33]([CH3:37])[CH2:34][CH2:35]5)[cH:10][c:11]4[s:12][c:13]2[cH:14][cH:15]1)[c:17](=[O:27])[c:18]([CH2:20][c:21]1[cH:22][n:23][cH:24][cH:25][cH:26]1)[cH:19]3. The reactants are BrC=1SC=C(N1)CO ((2-bromothiazol-4-yl)-methanol), BrC1=CC(=C(CN2CCCCC2)C(=C1)F)F (1-(4-bromo-2,6-difluoro-benzyl)-piperidine). The product is BrC=1SC=C(N1)CN1CCCCC1 (1-(2-Bromothiazol-4-ylmethyl)-piperidine). As a reaction SMILES: [Br:1][C:2]1[S:3][CH:4]=[C:5]([CH2:7]O)[N:6]=1.BrC1C=C(F)C(C[N:15]2[CH2:20][CH2:19][CH2:18][CH2:17][CH2:16]2)=C(F)C=1>>[Br:1][C:2]1[S:3][CH:4]=[C:5]([CH2:7][N:15]2[CH2:20][CH2:19][CH2:18][CH2:17][CH2:16]2)[N:6]=1. Procedure: The title compound was prepared from (2-bromothiazol-4-yl)-methanol, following the procedure outlined above for 1-(4-bromo-2,6-difluoro-benzyl)-piperidine, to afford the title compound as a yellow oil. 1H NMR (CDCl3, 300 MHz): 7.09 (s, 1H), 3.61 (d, J=0.9 Hz, 2H), 3.19 (t, J=5.4 Hz, 1H), 2.45 (t, J=5.1 Hz, 4H), 1.69-1.62 (m, 4H), 1.48-1.41 (m, 2H). LCMS (Method B): RT=0.8 min, M+H+=261/263. Starting materials: OCC(C=O)(C)C (3-hydroxy-2,2-dimethyl-propionaldehyde), ethyl ester, COCC(C(C(=O)O)Br)(C)C (4-methoxy-3,3-dimethyl-2-bromo-butyric acid). The product is COCC(C(C(=O)O)O)(C)C (4-methoxy-3,3-dimethyl-2-hydroxy butyric acid). As a reaction SMILES: [OH:1]CC(C)(C)C=O.[CH3:8][O:9][CH2:10][C:11]([CH3:18])([CH3:17])[CH:12](Br)[C:13]([OH:15])=[O:14]>>[CH3:8][O:9][CH2:10][C:11]([CH3:18])([CH3:17])[CH:12]([OH:1])[C:13]([OH:15])=[O:14]. Procedure: 4-methoxy-3,3-dimethyl-2-hydroxy butyric acid is prepared by conventional methods from 3-hydroxy-2,2-dimethyl-propionaldehyde and from that compound the ethyl ester of 4-methoxy-3,3-dimethyl-2-bromo-butyric acid is obtained. Starting materials: OC(CN1C(N=C(C2=CC(=CC=C12)OCC#C)C1=CC=C(C=C1)C(C)C)=O)C1=CC=CC=C1 (1-(2-hydroxy-2-phenyl-ethyl)-4-(4-isopropyl-phenyl)-6-prop-2-ynyloxy-1H-quinazolin-2-one), CC(=O)C.OS(=O)(=O)O.O=[Cr](=O)=O (Jones reagent). Run in CC(=O)C (acetone). Conditions: time 30 minute. Yields the product C(C)(C)C1=CC=C(C=C1)C1=NC(N(C2=CC=C(C=C12)OCC#C)CC(C1=CC=CC=C1)=O)=O (4-(4-isopropyl-phenyl)-1-(2-oxo-2-phenyl-ethyl)-6-prop-2-ynyloxy-1H-quinazolin-2-one). RXN SMILES: [OH:1][CH:2]([C:28]1[CH:33]=[CH:32][CH:31]=[CH:30][CH:29]=1)[CH2:3][N:4]1[C:13]2[C:8](=[CH:9][C:10]([O:14][CH2:15][C:16]#[CH:17])=[CH:11][CH:12]=2)[C:7]([C:18]2[CH:23]=[CH:22][C:21]([CH:24]([CH3:26])[CH3:25])=[CH:20][CH:19]=2)=[N:6][C:5]1=[O:27].CC(C)=O.OS(O)(=O)=O.O=[Cr](=O)=O>CC(C)=O>[CH:24]([C:21]1[CH:20]=[CH:19][C:18]([C:7]2[C:8]3[C:13](=[CH:12][CH:11]=[C:10]([O:14][CH2:15][C:16]#[CH:17])[CH:9]=3)[N:4]([CH2:3][C:2](=[O:1])[C:28]3[CH:33]=[CH:32][CH:31]=[CH:30][CH:29]=3)[C:5](=[O:27])[N:6]=2)=[CH:23][CH:22]=1)([CH3:26])[CH3:25] |f:1.2.3|. Procedure details: To a solution of 200 mg (0.456 mmol) 1-(2-hydroxy-2-phenyl-ethyl)-4-(4-isopropyl-phenyl)-6-prop-2-ynyloxy-1H-quinazolin-2-one in 2 ml acetone are added 0.17 ml (0.45 mmol) Jones reagent. After stirring for 30 minutes at rt aqueous work up followed by recrystallisation from ethyl acetate yields 4-(4-isopropyl-phenyl)-1-(2-oxo-2-phenyl-ethyl)-6-prop-2-ynyloxy-1H-quinazolin-2-one. Starting materials: C1(CC1)N(C(=O)C1=NC(=NC(=C1OCC1=CC=CC=C1)O)CC1(CCCC1)C1=NC=CC=C1)CCO (5-benzyloxy-6-hydroxy-2-(1-pyridin-2-yl-cyclopentylmethyl)-pyrimidine-4-carboxylicacidcyclopropyl-(2-hydroxyethyl)-amide), N(=NC(=O)OC(C)C)C(=O)OC(C)C (diisopropyl azodicarboxylate), O (water), C(C)(=O)OCC (ethyl acetate). Run in ClCCl (dichloromethane). Reaction conditions: time 1 hour. The product is C(C1=CC=CC=C1)OC1=C2N(C(=NC1=O)CC1(CCCC1)C1=NC=CC=C1)CCN(C2=O)C2CC2 (9-benzyloxy-2-cyclopropyl-6-(1-pyridin-2-yl-cyclopentylmethyl)-3,4-dihydro-2H-pyrazino[1,2-c]pyrimidine-1,8-dione). The yield is 349.9%. As a reaction SMILES: [CH:1]1([N:4]([CH2:34][CH2:35]O)[C:5]([C:7]2[C:12]([O:13][CH2:14][C:15]3[CH:20]=[CH:19][CH:18]=[CH:17][CH:16]=3)=[C:11]([OH:21])[N:10]=[C:9]([CH2:22][C:23]3([C:28]4[CH:33]=[CH:32][CH:31]=[CH:30][N:29]=4)[CH2:27][CH2:26][CH2:25][CH2:24]3)[N:8]=2)=[O:6])[CH2:3][CH2:2]1.N(C(OC(C)C)=O)=NC(OC(C)C)=O.C(OCC)(=O)C.O>ClCCl>[CH2:14]([O:13][C:12]1[C:11](=[O:21])[N:10]=[C:9]([CH2:22][C:23]2([C:28]3[CH:33]=[CH:32][CH:31]=[CH:30][N:29]=3)[CH2:27][CH2:26][CH2:25][CH2:24]2)[N:8]2[CH2:35][CH2:34][N:4]([CH:1]3[CH2:3][CH2:2]3)[C:5](=[O:6])[C:7]=12)[C:15]1[CH:16]=[CH:17][CH:18]=[CH:19][CH:20]=1. Procedure: To a stirred solution of 5-benzyloxy-6-hydroxy-2-(1-pyridin-2-yl-cyclopentylmethyl)-pyrimidine-4-carboxylicacidcyclopropyl-(2-hydroxyethyl)-amide (451) (80 mg, 0.164 mmol), in dichloromethane (6 mL), TPP (150.33 mg, 0.574 mmol) and diisopropyl azodicarboxylate (0.097 mL, 0.492 mmol) were added and stirring was continued for 1 h at room temperature while silica thin layer chromatography was performed (100% ethyl acetate, Rf=0.2). After completion of the reaction, water (5 mL) was added and the mi...